This data is from the Open Reaction Database (ORD), a public repository of structured organic reaction records. The task is: describe an organic reaction: reactants, conditions, products, and yield The reactants are C(CCCCC)[Si](O)(C)C (hexyldimethylsilanol), CN(C=O)C (N,N-dimethylformamide), C(=O)(Cl)Cl (phosgene). The solvent is ClCCCl (1,2-dichloroethane). The product is C(CCCCC)[Si](Cl)(C)C (hexyldimethylchlorosilane). Isolated yield 91.1%. As a reaction SMILES: [CH2:1]([Si:7]([CH3:10])([CH3:9])O)[CH2:2][CH2:3][CH2:4][CH2:5][CH3:6].CN(C)C=O.C(Cl)([Cl:18])=O>ClCCCl>[CH2:1]([Si:7]([CH3:10])([CH3:9])[Cl:18])[CH2:2][CH2:3][CH2:4][CH2:5][CH3:6]. Procedure details: To the same reactor as used in Example 1 were added 40.1 g (0.25 mole) of hexyldimethylsilanol, 160 g of 1,2-dichloroethane and 1.83 g (0.025 mole) of N,N-dimethylformamide, and 27.2 g (0.275 mole) of phosgene was introduced into the resulting mixture at a temperature of from 40° to 45° C. over 2 hours with stirring. After completion of the introduction, the same procedure as in Example 7 was carried out to obtain 40.7 g of hexyldimethylchlorosilane.